This data is from the Open Reaction Database (ORD), a public repository of structured organic reaction records. The task is: describe an organic reaction: reactants, conditions, products, and yield Reactants: CC(C)CN, O=C(O)Cl, ClCCl, O=[N+]([O-])c1ccc(O)cc1, CC(C)(C)NC(=O)c1cccc(CN2CCN(C(=O)c3ccc(N)cc3Cl)CC2)c1, O. Yields the product CC(C)CNC(=O)Nc1ccc(C(=O)N2CCN(Cc3cccc(C(=O)NC(C)(C)C)c3)CC2)c(Cl)c1. Reaction SMILES: [CH2:45]([CH:46]([CH3:47])[CH3:48])[NH2:49].[Cl:31][C:32](=[O:33])[OH:34].[Cl:50][CH2:51][Cl:52].[N+:35]([c:36]1[cH:37][cH:38][c:39]([OH:40])[cH:41][cH:42]1)([O-:43])=[O:44].[NH2:1][c:2]1[cH:3][c:4]([Cl:30])[c:5]([C:6](=[O:7])[N:8]2[CH2:9][CH2:10][N:11]([CH2:14][c:15]3[cH:16][c:17]([C:18](=[O:19])[NH:20][C:21]([CH3:22])([CH3:23])[CH3:24])[cH:25][cH:26][cH:27]3)[CH2:12][CH2:13]2)[cH:28][cH:29]1.[OH2:53]>>[NH:1]([c:2]1[cH:3][c:4]([Cl:30])[c:5]([C:6](=[O:7])[N:8]2[CH2:9][CH2:10][N:11]([CH2:14][c:15]3[cH:16][c:17]([C:18](=[O:19])[NH:20][C:21]([CH3:22])([CH3:23])[CH3:24])[cH:25][cH:26][cH:27]3)[CH2:12][CH2:13]2)[cH:28][cH:29]1)[C:32](=[O:34])[NH:49][CH2:45][CH:46]([CH3:47])[CH3:48]. The reactants are Cc1ccccc1, CNC, CCOC(C)=O, O=C(Cl)C1CCCCC12OCCO2, O. Product: CN(C)C(=O)C1CCCCC12OCCO2. Reaction SMILES: [CH3:14][c:15]1[cH:16][cH:17][cH:18][cH:19][cH:20]1.[CH3:21][NH:22][CH3:23].[CH3:25][CH2:26][O:27][C:28](=[O:29])[CH3:30].[O:1]1[CH2:2][CH2:3][O:4][C:5]12[CH:6]([C:11](=[O:12])[Cl:13])[CH2:7][CH2:8][CH2:9][CH2:10]2.[OH2:24]>>[O:1]1[CH2:2][CH2:3][O:4][C:5]12[CH:6]([C:11](=[O:12])[N:22]([CH3:21])[CH3:23])[CH2:7][CH2:8][CH2:9][CH2:10]2. The reactants are C(C1=CC=CC=C1)OCCCCN1CCC2=CC(=CC(=C12)C(=O)N)C[C@@H](C)N(C(=O)OC(C)(C)C)CCOC1=C(C=CC=C1)OCC(F)(F)F ((R)-(-)-1-(4-benzyloxybutyl)-5-[2-[N-tert-butoxycarbonyl-2-[2-(2,2,2-trifluoroethoxy)phenoxy]ethylamino]propyl]indoline-7-carboxamide), FC(C(=O)O)(F)F (trifluoroacetic acid), C([O-])(O)=O.[Na+] (sodium bicarbonate). The solvent is C(Cl)Cl (methylene chloride). The product is C(C1=CC=CC=C1)OCCCCN1CCC2=CC(=CC(=C12)C(=O)N)C[C@@H](C)NCCOC1=C(C=CC=C1)OCC(F)(F)F ((R)-(-)-1-(4-benzyloxybutyl)-5-[2-[2-[2-(2,2,2-trifluoroethoxy)phenoxy]ethylamino]propyl]indoline-7-carboxamide). Yield: 86.6%. As a reaction SMILES: [CH2:1]([O:8][CH2:9][CH2:10][CH2:11][CH2:12][N:13]1[C:21]2[C:16](=[CH:17][C:18]([CH2:25][C@H:26]([N:28]([CH2:36][CH2:37][O:38][C:39]3[CH:44]=[CH:43][CH:42]=[CH:41][C:40]=3[O:45][CH2:46][C:47]([F:50])([F:49])[F:48])C(OC(C)(C)C)=O)[CH3:27])=[CH:19][C:20]=2[C:22]([NH2:24])=[O:23])[CH2:15][CH2:14]1)[C:2]1[CH:7]=[CH:6][CH:5]=[CH:4][CH:3]=1.FC(F)(F)C(O)=O.C(=O)(O)[O-].[Na+]>C(Cl)Cl>[CH2:1]([O:8][CH2:9][CH2:10][CH2:11][CH2:12][N:13]1[C:21]2[C:16](=[CH:17][C:18]([CH2:25][C@H:26]([NH:28][CH2:36][CH2:37][O:38][C:39]3[CH:44]=[CH:43][CH:42]=[CH:41][C:40]=3[O:45][CH2:46][C:47]([F:50])([F:49])[F:48])[CH3:27])=[CH:19][C:20]=2[C:22]([NH2:24])=[O:23])[CH2:15][CH2:14]1)[C:2]1[CH:7]=[CH:6][CH:5]=[CH:4][CH:3]=1 |f:2.3|. Procedure: To a solution of (R)-(-)-1-(4-benzyloxybutyl)-5-[2-[N-tert-butoxycarbonyl-2-[2-(2,2,2-trifluoroethoxy)phenoxy]ethylamino]propyl]indoline-7-carboxamide (523 mg) in methylene chloride (7.5 ml) was added dropwise trifluoroacetic acid (1.5 ml) with stirring under ice cooling, and the mixture was stirred at room temperature for 4 hours. To the reaction mixture was added a saturated aqueous sodium bicarbonate solution, and the mixture was extracted with ethyl acetate. The extract was dried over anhydr... Reactants: NC1=NC(=NC=2NC(C(=NC12)C(F)(F)F)=O)SCC1=C(C(=CC=C1)F)F (4-Amino-2-[[(2,3-difluorophenyl)methyl]thio]-6-(trifluoromethyl)-7(8H)-pteridinone), C(Br)(Br)Br (bromoform). Product: BrC1=NC(=NC=2NC(C(=NC12)C(F)(F)F)=O)SCC1=C(C(=CC=C1)F)F (4-Bromo-2-[[(2,3-difluorophenyl)methyl]thio]-6-(trifluoromethyl)-7(8H)-pteridinone). As a reaction SMILES: N[C:2]1[C:11]2[N:10]=[C:9]([C:12]([F:15])([F:14])[F:13])[C:8](=[O:16])[NH:7][C:6]=2[N:5]=[C:4]([S:17][CH2:18][C:19]2[CH:24]=[CH:23][CH:22]=[C:21]([F:25])[C:20]=2[F:26])[N:3]=1.C(Br)(Br)[Br:28]>>[Br:28][C:2]1[C:11]2[N:10]=[C:9]([C:12]([F:15])([F:14])[F:13])[C:8](=[O:16])[NH:7][C:6]=2[N:5]=[C:4]([S:17][CH2:18][C:19]2[CH:24]=[CH:23][CH:22]=[C:21]([F:25])[C:20]=2[F:26])[N:3]=1. Procedure: The sub-titled compound was prepared from the product of example 37, step (a) (1.5 g) and bromoform (30 ml) using the method of Example 3, step (b). Starting materials: Cl.O1CCNCC2=C1C=CC(=C2)B(O)O (2,3,4,5-tetrahydro-1,4-benzoxazepin-7-ylboronic acid hydrochloride salt), C(C)(=O)OC(C)C (isopropyl acetate), C([O-])(O)=O.[Na+] (sodium bicarbonate), FCC1CCN(CC1)C(=O)Cl (4-(fluoromethyl)piperidine-1-carbonyl chloride). The solvent is C1CCOC1 (THF), C1CCOC1 (THF). Reaction conditions: time 1 hour. Product: FCC1CCN(CC1)C(=O)N1CCOC2=C(C1)C=C(C=C2)B(O)O ((4-{[4-(fluoromethyl)piperidin-1-yl]carbonyl}-2,3,4,5-tetrahydro-1,4-benzoxazepin-7-yl)boronic acid). The yield is 51.9%. As a reaction SMILES: Cl.[O:2]1[C:8]2[CH:9]=[CH:10][C:11]([B:13]([OH:15])[OH:14])=[CH:12][C:7]=2[CH2:6][NH:5][CH2:4][CH2:3]1.C(=O)(O)[O-].[Na+].[F:21][CH2:22][CH:23]1[CH2:28][CH2:27][N:26]([C:29](Cl)=[O:30])[CH2:25][CH2:24]1.C(OC(C)C)(=O)C>C1COCC1>[F:21][CH2:22][CH:23]1[CH2:28][CH2:27][N:26]([C:29]([N:5]2[CH2:6][C:7]3[CH:12]=[C:11]([B:13]([OH:15])[OH:14])[CH:10]=[CH:9][C:8]=3[O:2][CH2:3][CH2:4]2)=[O:30])[CH2:25][CH2:24]1 |f:0.1,2.3|. Reported procedure: 2,3,4,5-tetrahydro-1,4-benzoxazepin-7-ylboronic acid hydrochloride salt (188 mg, 0.82 mmol) was taken into 50% aqueous THF (2 mL) followed by addition of solid sodium bicarbonate (360 mg, 4.3 mmol) then 4-(fluoromethyl)piperidine-1-carbonyl chloride (reagent preparation 37) (218 mg, 1.21 mmol) in a minimum of THF. The mixture was stirred at room temperature over 1 h then partitioned with 0.5M aqueous hydrochloric acid and ethyl acetate. The organic solution was then brine washed, dried over anhy... The reactants are [O-]CC.[Na+] (sodium ethoxide), ClC=1C=C(C=2N(N1)C(=NN2)N)CC (6-Chloro-8-ethyl-[1,2,4]triazolo[4,3-b]pyridazin-3-ylamine), O (water). Run in C(C)O (ethanol). Run at temperature 45 celsius. Yields the product C(C)OC=1C=C(C=2N(N1)C(=NN2)N)CC (6-Ethoxy-8-ethyl-[1,2,4]triazolo[4,3-b]pyridazin-3-ylamine). Yield: 91.3%. Reaction SMILES: Cl[C:2]1[CH:3]=[C:4]([CH2:12][CH3:13])[C:5]2[N:6]([C:8]([NH2:11])=[N:9][N:10]=2)[N:7]=1.[O-:14][CH2:15][CH3:16].[Na+].O>C(O)C>[CH2:15]([O:14][C:2]1[CH:3]=[C:4]([CH2:12][CH3:13])[C:5]2[N:6]([C:8]([NH2:11])=[N:9][N:10]=2)[N:7]=1)[CH3:16] |f:1.2|. Procedure: 6-Chloro-8-ethyl-[1,2,4]triazolo[4,3-b]pyridazin-3-ylamine (W2.003; 700 mg) was dissolved in ethanol (100 ml) while stirring. Thereafter, the reaction mixture was admixed with sodium ethoxide (724 mg) and stirred at RT for 2 h. Subsequently, the mixture was heated to 45° C. for 3 h. After the solvent had been drawn off, the residue was admixed with water and extracted three times with dichloromethane. The combined organic phases were dried over sodium sulfate and, after the desiccant had been fi...